From a dataset of the Open Reaction Database (ORD), a public repository of structured organic reaction records. describe an organic reaction: reactants, conditions, products, and yield Reported procedure: The solution of 2-benzyloxy-6-bromomethyl-naphthalen (18) (1 equi.), and triphenylphosphine (1.1 equi.) in DMF (0.6 mL/mmole was stirred at 95 C for 15 h, cooled to room temperature, and quenched with ethyl acetate. The resulting white solid of (6-benzyloxynaphthalen-2-ylmethyl)-triphenylphosphonium bromide (19) was filtered and washed with ethyl acetate. Yield 98%. The solvent is CN(C)C=O (DMF). The product is [Br-].C(C1=CC=CC=C1)OC=1C=C2C=CC(=CC2=CC1)C[P+](C1=CC=CC=C1)(C1=CC=CC=C1)C1=CC=CC=C1 ((6-Benzyloxynaphthalen-2-ylmethyl)-triphenyl-phosphonium Bromide). The yield is 98.0%. Starting materials: C(C1=CC=CC=C1)OC1=CC2=CC=C(C=C2C=C1)CBr (2-Benzyloxy-6-bromomethyl-naphthalen), C1(=CC=CC=C1)P(C1=CC=CC=C1)C1=CC=CC=C1 (triphenylphosphine). RXN SMILES: [CH2:1]([O:8][C:9]1[CH:18]=[CH:17][C:16]2[C:11](=[CH:12][CH:13]=[C:14]([CH2:19][Br:20])[CH:15]=2)[CH:10]=1)[C:2]1[CH:7]=[CH:6][CH:5]=[CH:4][CH:3]=1.[C:21]1([P:27]([C:34]2[CH:39]=[CH:38][CH:37]=[CH:36][CH:35]=2)[C:28]2[CH:33]=[CH:32][CH:31]=[CH:30][CH:29]=2)[CH:26]=[CH:25][CH:24]=[CH:23][CH:22]=1>CN(C=O)C>[Br-:20].[CH2:1]([O:8][C:9]1[CH:10]=[C:11]2[C:16](=[CH:17][CH:18]=1)[CH:15]=[C:14]([CH2:19][P+:27]([C:28]1[CH:29]=[CH:30][CH:31]=[CH:32][CH:33]=1)([C:34]1[CH:39]=[CH:38][CH:37]=[CH:36][CH:35]=1)[C:21]1[CH:22]=[CH:23][CH:24]=[CH:25][CH:26]=1)[CH:13]=[CH:12]2)[C:2]1[CH:7]=[CH:6][CH:5]=[CH:4][CH:3]=1 |f:3.4|.